From a dataset of the Open Reaction Database (ORD), a public repository of structured organic reaction records. describe an organic reaction: reactants, conditions, products, and yield Starting materials: FC=1C=C2C(N(C(NC2=CC1[N+](=O)[O-])=O)NS(=O)(=O)C)=O (N-(6-Fluoro-7-nitro-2,4-dioxo-1,4-dihydro-2H-quinazolin-3-yl)-methanesulfonamide), N1C[C@@H](CC1)O ((R)-pyrrolidin-3-ol). Yields the product O[C@H]1CN(CC1)C=1C=C2C(N(C(NC2=CC1[N+](=O)[O-])=O)NS(=O)(=O)C)=O (N-[6-((R)-3-Hydroxy-pyrrolidin-1-yl)-7-nitro-2,4-dioxo-1,4-dihydro-2H-quinazolin-3-yl]-methanesulfonamide). Yield: 60.0%. As a reaction SMILES: F[C:2]1[CH:3]=[C:4]2[C:9](=[CH:10][C:11]=1[N+:12]([O-:14])=[O:13])[NH:8][C:7](=[O:15])[N:6]([NH:16][S:17]([CH3:20])(=[O:19])=[O:18])[C:5]2=[O:21].[NH:22]1[CH2:26][CH2:25][C@@H:24]([OH:27])[CH2:23]1>>[OH:27][C@@H:24]1[CH2:25][CH2:26][N:22]([C:2]2[CH:3]=[C:4]3[C:9](=[CH:10][C:11]=2[N+:12]([O-:14])=[O:13])[NH:8][C:7](=[O:15])[N:6]([NH:16][S:17]([CH3:20])(=[O:19])=[O:18])[C:5]3=[O:21])[CH2:23]1. Reported procedure: N-(6-Fluoro-7-nitro-2,4-dioxo-1,4-dihydro-2H-quinazolin-3-yl)-methanesulfonamide (30 mg, 0.0943 mmol) is reacted with (R)-pyrrolidin-3-ol according to the GPA affording 25.6 mg (60%) of a red powder. Rt=3.09 min. The reactants are CCOC(=O)C(C)(C)C1C(=O)NC(=O)NC1=O, C=CCBr, [Ca+2], [Cu], [Na+], O=S(=O)([O-])[O-], [OH-], O. The product is C=CCC1(C(C)(C)C(=O)OCC)C(=O)NC(=O)NC1=O. As a reaction SMILES: [CH2:1]([CH3:2])[O:3][C:4](=[O:5])[C:6]([CH3:7])([CH3:8])[CH:9]1[C:10](=[O:17])[NH:11][C:12](=[O:16])[NH:13][C:14]1=[O:15].[CH2:24]([CH:25]=[CH2:26])[Br:27].[Ca+2:18].[Cu:30].[Na+:29].[O-:19][S:20](=[O:21])(=[O:22])[O-:23].[OH-:28].[OH2:31]>>[CH2:1]([CH3:2])[O:3][C:4](=[O:5])[C:6]([CH3:7])([CH3:8])[C:9]1([CH2:26][CH:25]=[CH2:24])[C:10](=[O:17])[NH:11][C:12](=[O:16])[NH:13][C:14]1=[O:15]. The reactants are C(C)(C)(C)OC(NC1(CCC1)C1=CC=C(C=C1)C1=C(OC2=CC=C(C=C2C1=O)F)C1=CC=CC=C1)=O ({1-[4-(6-fluoro-4-oxo-2-phenyl-4H-chromen-3-yl)-phenyl]-cyclobutyl}-carbamic acid tert-butyl ester), IC1=C(OC2=C3OCC(NC3=CC=C2C1=O)=O)C1=CC=CC=C1 (7-iodo-6-phenyl-1H-4,5-dioxa-1-aza-phenanthrene-2,8-dione). Yields the product C(C)(C)(C)OC(NC1(CCC1)C1=CC=C(C=C1)C1=C(OC2=C3OCC(NC3=CC=C2C1=O)=O)C1=CC=CC=C1)=O ({1-[4-(2,8-Dioxo-6-phenyl-1,2,3,8-tetrahydro-4,5-dioxa-1-aza-phenanthren-7-yl)-phenyl]-cyclobutyl}-carbamic acid tert-butyl ester). Isolated yield 44.0%. Reaction SMILES: [C:1]([O:5][C:6](=[O:36])[NH:7][C:8]1([C:12]2[CH:17]=[CH:16][C:15]([C:18]3[C:27](=[O:28])[C:26]4[C:21](=[CH:22][CH:23]=[C:24](F)[CH:25]=4)[O:20][C:19]=3[C:30]3[CH:35]=[CH:34][CH:33]=[CH:32][CH:31]=3)=[CH:14][CH:13]=2)[CH2:11][CH2:10][CH2:9]1)([CH3:4])([CH3:3])[CH3:2].IC1C(=O)C2C(=C3C(=CC=2)[NH:46][C:45](=[O:53])[CH2:44][O:43]3)OC=1C1C=CC=CC=1>>[C:1]([O:5][C:6](=[O:36])[NH:7][C:8]1([C:12]2[CH:17]=[CH:16][C:15]([C:18]3[C:27](=[O:28])[C:26]4[C:21](=[C:22]5[C:23](=[CH:24][CH:25]=4)[NH:46][C:45](=[O:53])[CH2:44][O:43]5)[O:20][C:19]=3[C:30]3[CH:35]=[CH:34][CH:33]=[CH:32][CH:31]=3)=[CH:14][CH:13]=2)[CH2:11][CH2:10][CH2:9]1)([CH3:4])([CH3:3])[CH3:2]. Reported procedure: Following the procedure used to prepare {1-[4-(6-fluoro-4-oxo-2-phenyl-4H-chromen-3-yl)-phenyl]-cyclobutyl}-carbamic acid tert-butyl ester, 7-iodo-6-phenyl-1H-4,5-dioxa-1-aza-phenanthrene-2,8-dione was reacted to give the title compound as a yellow oil (92 mg, 44%). LCMS (Method H): RT=−4.71 min, [M+H]+=539. The reactants are Cc1cccc2ccccc12, CN(C)c1ccncc1, [Cu]I, CNC(=O)c1cc(Br)cc(C)c1N, N#C[Na], O. Product: CNC(=O)c1cc(C#N)cc(C)c1N. As a reaction SMILES: [CH3:14][c:15]1[c:16]2[c:17]([cH:18][cH:19][cH:20][cH:21]2)[cH:22][cH:23][cH:24]1.[CH3:28][N:29]([CH3:30])[c:31]1[cH:32][cH:33][n:34][cH:35][cH:36]1.[Cu:37][I:38].[NH2:1][c:2]1[c:3]([C:4](=[O:5])[NH:6][CH3:7])[cH:8][c:9]([Br:13])[cH:10][c:11]1[CH3:12].[Na:25][C:26]#[N:27].[OH2:39]>>[NH2:1][c:2]1[c:3]([C:4](=[O:5])[NH:6][CH3:7])[cH:8][c:9]([C:26]#[N:27])[cH:10][c:11]1[CH3:12]. The reactants are ClC1=CC(=C(C=C1F)B1OC(C(O1)(C)C)(C)C)F (2-(4-chloro-2,5-difluorophenyl)-4,4,5,5-tetramethyl-1,3,2-dioxaborolane), ClC1=C(C(=NC=C1)NC(OC(C)(C)C)=O)C=O (tert-butyl 4-chloro-3-formylpyridin-2-ylcarbamate). The product is ClC1=CC(=C(C=C1F)C1=C(C(=NC=C1)NC(OC(C)(C)C)=O)C=O)F (tert-butyl 4-(4-chloro-2,5-difluorophenyl)-3-formylpyridin-2-ylcarbamate). Isolated yield 76.0%. RXN SMILES: [Cl:1][C:2]1[C:7]([F:8])=[CH:6][C:5](B2OC(C)(C)C(C)(C)O2)=[C:4]([F:18])[CH:3]=1.Cl[C:20]1[CH:25]=[CH:24][N:23]=[C:22]([NH:26][C:27](=[O:33])[O:28][C:29]([CH3:32])([CH3:31])[CH3:30])[C:21]=1[CH:34]=[O:35]>>[Cl:1][C:2]1[C:7]([F:8])=[CH:6][C:5]([C:20]2[CH:25]=[CH:24][N:23]=[C:22]([NH:26][C:27](=[O:33])[O:28][C:29]([CH3:30])([CH3:31])[CH3:32])[C:21]=2[CH:34]=[O:35])=[C:4]([F:18])[CH:3]=1. Reported procedure: Prepared as described in Example 17, Part C by Suzuki coupling between 2-(4-chloro-2,5-difluorophenyl)-4,4,5,5-tetramethyl-1,3,2-dioxaborolane) preparation described in Example 14, Part A) and tert-butyl 4-chloro-3-formylpyridin-2-ylcarbamate (Preparation described in Example 17, Part B) to afford tert-butyl 4-(4-chloro-2,5-difluorophenyl)-3-formylpyridin-2-ylcarbamate (3.7 g, 8.91 mmol, 76% yield) as a yellow solid. LC/MS (ESI) m/e 367.1 [(m)−, calcd for C17H16ClF2N2O3 367.1] LC/MS retention ti... Reactants: C=C(Cc1ccc(NC(=O)OC(C)(C)C)nc1)C(=O)OCC, CC#N, O=[PH](O)CCCc1ccccc1. Product: CCOC(=O)C(Cc1ccc(NC(=O)OC(C)(C)C)nc1)CP(=O)(O)CCCc1ccccc1. As a reaction SMILES: [CH2:13]([CH3:14])[O:15][C:16]([C:17](=[CH2:18])[CH2:19][c:20]1[cH:21][n:22][c:23]([NH:26][C:27](=[O:28])[O:29][C:30]([CH3:31])([CH3:32])[CH3:33])[cH:24][cH:25]1)=[O:34].[CH3:35][C:36]#[N:37].[c:1]1([CH2:7][CH2:8][CH2:9][PH:10]([OH:11])=[O:12])[cH:2][cH:3][cH:4][cH:5][cH:6]1>>[c:1]1([CH2:7][CH2:8][CH2:9][P:10]([OH:11])(=[O:12])[CH2:18][CH:17]([C:16]([O:15][CH2:13][CH3:14])=[O:34])[CH2:19][c:20]2[cH:21][n:22][c:23]([NH:26][C:27](=[O:28])[O:29][C:30]([CH3:31])([CH3:32])[CH3:33])[cH:24][cH:25]2)[cH:2][cH:3][cH:4][cH:5][cH:6]1.